This data is from the Open Reaction Database (ORD), a public repository of structured organic reaction records. The task is: describe an organic reaction: reactants, conditions, products, and yield The reactants are BrC1=C(C2=CC(=CC=C2C=C1)O[Si](C)(C)C(C)(C)C)NC(=O)OC(C)(C)C (2-bromo-1-(tert-butoxycarbonylamino)-7-(tert-butyldimethylsilyloxy)naphthalene), C(=O)(C(F)(F)F)O (TFA), C(=O)(O)[O-].[Na+] (NaHCO3). The solvent is C(Cl)Cl (CH2Cl2). Run at time 45 minute. Yields the product NC1=C(C=CC2=CC=C(C=C12)O[Si](C)(C)C(C)(C)C)Br (1-Amino-2-bromo-7-(tert-butyldimethylsilyloxy)naphthalene). As a reaction SMILES: [Br:1][C:2]1[CH:11]=[CH:10][C:9]2[C:4](=[CH:5][C:6]([O:12][Si:13]([C:16]([CH3:19])([CH3:18])[CH3:17])([CH3:15])[CH3:14])=[CH:7][CH:8]=2)[C:3]=1[NH:20]C(OC(C)(C)C)=O.C(O)(C(F)(F)F)=O.C([O-])(O)=O.[Na+]>C(Cl)Cl>[NH2:20][C:3]1[C:4]2[C:9](=[CH:8][CH:7]=[C:6]([O:12][Si:13]([C:16]([CH3:18])([CH3:17])[CH3:19])([CH3:14])[CH3:15])[CH:5]=2)[CH:10]=[CH:11][C:2]=1[Br:1] |f:2.3|. Procedure details: To a solution of 2-bromo-1-(tert-butoxycarbonylamino)-7-(tert-butyldimethylsilyloxy)naphthalene, as described above in Step G, (6.0 g, 13.26 mmol) in CH2Cl2 (100 mL) at 0° C. was added TFA (10 mL). After 45 min, the mixture was poured into saturated aqueous NaHCO3 and extracted with CH2Cl2 (3×). The combined organic extracts were dried over Na2SO4, filtered and concentrated in vacuo. The residue was chromatographed on silica gel, eluting with a gradient of hexane—5% to 20% CH2Cl2, to yield the a... Starting materials: CC(C)(C)[O-], CCCS(=O)(=O)Nc1ncnc(Cl)c1-c1ccc(C)cc1, [K+], OCCO. Yields the product CCCS(=O)(=O)Nc1ncnc(OCCO)c1-c1ccc(C)cc1. As a reaction SMILES: [CH3:22][C:23]([CH3:24])([O-:25])[CH3:26].[Cl:1][c:2]1[c:3](-[c:15]2[cH:16][cH:17][c:18]([CH3:21])[cH:19][cH:20]2)[c:4]([NH:8][S:9](=[O:10])(=[O:11])[CH2:12][CH2:13][CH3:14])[n:5][cH:6][n:7]1.[K+:27].[OH:28][CH2:29][CH2:30][OH:31]>>[c:2]1([O:31][CH2:30][CH2:29][OH:28])[c:3](-[c:15]2[cH:16][cH:17][c:18]([CH3:21])[cH:19][cH:20]2)[c:4]([NH:8][S:9](=[O:10])(=[O:11])[CH2:12][CH2:13][CH3:14])[n:5][cH:6][n:7]1. Reactants: C1COCCC1NCC, S(=O)(=O)(C(F)(F)F)Oc1ccc2CCN(C(c2c1Cl)=O)Cc1c(nc(cc1C)C)OCc1ccccc1. The reagents and catalysts are c1ccc(cc1)-c2c3ccccc3cc4ccccc24 (9-Phenylanthracene), C(=O)([O-])[O-].[Cs+].[Cs+] (Cs2CO3), c1(c(P(C(C)(C)C)C(C)(C)C)cccc1)c1c(cccc1)N(C)C (t-BuDavePhos), C(O[Pd]OC(C)=O)(C)=O (Pd(OAc)2). Run in C1CCOC1 (THF). Conditions: temperature 100 celsius, time 18 hour. Yields the product CCN(C1CCOCC1)c2ccc3CCN(Cc4c(C)cc(C)nc4OCc5ccccc5)C(=O)c3c2Cl. As a reaction SMILES: [CH3:1][c:2]1[n:29][c:20]([O:21][CH2:22][c:23]2[cH:28][cH:27][cH:26][cH:25][cH:24]2)[c:6]([CH2:7][N:8]3[C:18](=[O:19])[c:17]([c:11]4[CH2:10][CH2:9]3)[c:15]([Cl:16])[c:14](OS(C(F)(F)F)(=O)=O)[cH:13][cH:12]4)[c:4]([CH3:5])[cH:3]1.[CH3:30][CH2:31][NH:32][CH:33]1[CH2:38][CH2:37][O:36][CH2:35][CH2:34]1>>[CH3:30][CH2:31][N:32]([c:14]1[c:15]([Cl:16])[c:17]([c:11]2[cH:12][cH:13]1)[C:18](=[O:19])[N:8]([CH2:7][c:6]3[c:20]([O:21][CH2:22][c:23]4[cH:28][cH:27][cH:26][cH:25][cH:24]4)[n:29][c:2]([CH3:1])[cH:3][c:4]3[CH3:5])[CH2:9][CH2:10]2)[CH:33]5[CH2:38][CH2:37][O:36][CH2:35][CH2:34]5. Procedure details: HONH2 (50% aqueous, 2 mL) was added to III (30 mg, 0.072 mmol) in DMF (0.5 mL) and MeOH (2 mL) at rt. The reaction mixture was stirred for 22 h, after which the solvents were evaporated under reduced pressure. The resulting residue was dissolved and co-evaporated with toluene (2×2 mL) then was purified by silica gel column chromatography eluting with CH2Cl2/MeOH (100:10) to furnish IV as a yellow oil (7 mg, 24%). The yield is 24.0%. Product: ONC(CCCCCCN(C1=NC=CC=C1)C1=NC=CC(=C1)C1=CC=C(C=C1)N)=O (7-{[4-(4-Amino-phenyl)-pyridin-2-yl]-pyridin-2-yl-amino}-heptanoic acid hydroxyamide). Run at time 22 hour. Reaction SMILES: [OH:1][NH2:2].C([O:5][C:6](=O)[CH2:7][CH2:8][CH2:9][CH2:10][CH2:11][CH2:12][N:13]([C:20]1[CH:25]=[C:24]([C:26]2[CH:31]=[CH:30][C:29]([NH2:32])=[CH:28][CH:27]=2)[CH:23]=[CH:22][N:21]=1)[C:14]1[CH:19]=[CH:18][CH:17]=[CH:16][N:15]=1)C>CN(C=O)C.CO>[OH:1][NH:2][C:6](=[O:5])[CH2:7][CH2:8][CH2:9][CH2:10][CH2:11][CH2:12][N:13]([C:20]1[CH:25]=[C:24]([C:26]2[CH:31]=[CH:30][C:29]([NH2:32])=[CH:28][CH:27]=2)[CH:23]=[CH:22][N:21]=1)[C:14]1[CH:19]=[CH:18][CH:17]=[CH:16][N:15]=1. Reactants: ON (HONH2), C(C)OC(CCCCCCN(C1=NC=CC=C1)C1=NC=CC(=C1)C1=CC=C(C=C1)N)=O (7-{[4-(4-Amino-phenyl)-pyridin-2-yl]-pyridin-2-yl-amino}-heptanoic acid ethyl ester). The solvent is CN(C)C=O (DMF), CO (MeOH). The reactants are C(=O)(C(=O)O)CN1N=NN=C1S (1-Oxalomethyl-1H-tetrazole-5-thiol), [OH-].[Na+] (sodium hydroxide). The reagents and catalysts are [Zn] (zinc). Solvent: C(C)O (ethanol). Conditions: time 3.5 hour. The product is C(=O)(O)C(CN1N=NN=C1S)O (1-(2-carboxy-2-hydroxyethyl)-1H-tetrazole-5-thiol). The yield is 42.1%. As a reaction SMILES: [C:1]([CH2:6][N:7]1[C:11]([SH:12])=[N:10][N:9]=[N:8]1)([C:3]([OH:5])=[O:4])=[O:2].[OH-].[Na+]>C(O)C.[Zn]>[C:3]([CH:1]([OH:2])[CH2:6][N:7]1[C:11]([SH:12])=[N:10][N:9]=[N:8]1)([OH:5])=[O:4] |f:1.2|. Reported procedure: 1-Oxalomethyl-1H-tetrazole-5-thiol (0.94 g) was dissolved in aqueous 60% ethanol (15 ml) containing sodium hydroxide (1.4 g) and to this solution was added portionwise zinc powder (0.98 g). The mixture was stirred at room temperature for 3.5 hours. After removal of zinc powder by filtration, ethanol was removed under reduced pressure and the remained aqueous solution was adjusted to pH 2.0 with 10% hydrochloric acid. Extraction with ethyl acetate, drying over magnesium sulfate and evaporation ga... The reactants are ClC1=NC(=CC(=C1[N+](=O)[O-])N)Cl (2,6-dichloro-3-nitro-pyridin-4-ylamine), C(=O)([O-])[O-].[K+].[K+] (K2CO3), N1CCOCC1 (morpholine). The solvent is O (water), CN(C)C=O (DMF). Run at time 2 hour. Product: ClC1=CC(=C(C(=N1)N1CCOCC1)[N+](=O)[O-])N (6-chloro-2-morpholin-4-yl-3-nitro-pyridin-4-ylamine). Reaction SMILES: Cl[C:2]1[C:7]([N+:8]([O-:10])=[O:9])=[C:6]([NH2:11])[CH:5]=[C:4]([Cl:12])[N:3]=1.C([O-])([O-])=O.[K+].[K+].[NH:19]1[CH2:24][CH2:23][O:22][CH2:21][CH2:20]1>CN(C=O)C.O>[Cl:12][C:4]1[N:3]=[C:2]([N:19]2[CH2:24][CH2:23][O:22][CH2:21][CH2:20]2)[C:7]([N+:8]([O-:10])=[O:9])=[C:6]([NH2:11])[CH:5]=1 |f:1.2.3|. Reported procedure: To a solution of 2,6-dichloro-3-nitro-pyridin-4-ylamine (970 mg, 4.66 mmol) in DMF (5 mL), K2CO3 (3.20 g, 23.0 mmol) was added, followed by addition of morpholine (0.410 mL, 4.60 mmol). The resulting mixture was stirred at room temperature for 2 h. The resulting mixture was diluted with water and extracted with EtOAc (3×10 mL). The organic layers were combined, dried (Na2SO4) and concentrated. The resulting residue was purified on silica (0:100-50:50 EtOAc-hexanes) to yield 6-chloro-2-morpholin-...